From a dataset of the Open Reaction Database (ORD), a public repository of structured organic reaction records. describe an organic reaction: reactants, conditions, products, and yield The reactants are C(C1=CC=CC=C1)OC(=O)N1CCC(CC1)N(C)C(=O)OC(C)(C)C (4-(tert-butoxycarbonyl-methyl-amino)-piperidine-1-carboxylic acid benzyl ester). Reagents/catalysts: [Pd] (Pd—C). The solvent is CO (MeOH). Run at time 15 hour. Product: C(C)(C)(C)OC(N(C1CCNCC1)C)=O (Methyl-piperidin-4-yl-carbamic acid tert-butyl ester). Reaction SMILES: C(OC([N:11]1[CH2:16][CH2:15][CH:14]([N:17]([C:19]([O:21][C:22]([CH3:25])([CH3:24])[CH3:23])=[O:20])[CH3:18])[CH2:13][CH2:12]1)=O)C1C=CC=CC=1>CO.[Pd]>[C:22]([O:21][C:19](=[O:20])[N:17]([CH3:18])[CH:14]1[CH2:15][CH2:16][NH:11][CH2:12][CH2:13]1)([CH3:25])([CH3:24])[CH3:23]. Procedure details: A mixture of 4-(tert-butoxycarbonyl-methyl-amino)-piperidine-1-carboxylic acid benzyl ester (17.5 mmol) and Pd—C (10%, 500 mg) in MeOH (150 mL) hydrogenated at atm. pressure and r.t. for 15 h. The mixture is filtered and evaporated. The residue is dissolved in CH2Cl2 (100 mL) and 1 M aq. NaOH (50 mL) is added. The mixture is stirred for 6 h at r.t., then the phases are separated and the aq. phase is extracted with CH2Cl2 (3×50 mL). The combined organic extracts are dried (Na2SO4), filtered and e...